This data is from the Open Reaction Database (ORD), a public repository of structured organic reaction records. The task is: describe an organic reaction: reactants, conditions, products, and yield The reactants are ClC=1C=C(OC2CCN(CC2)CC2CCN(CC2)C(=O)OC(C)(C)C)C=CC1Cl (1,1-Dimethylethyl 4-[[4-(3,4-dichlorophenoxy)-1-piperidinyl]methyl]-1-piperidinecarboxylate), C(=O)(C(F)(F)F)O (TFA). Solvent: ClCCl (dichloromethane). Conditions: time 1 hour. Product: ClC=1C=C(OC2CCN(CC2)CC2CCNCC2)C=CC1Cl (4-(3,4-Dichlorophenoxy)-1-(4-piperidinylmethyl)-piperidine). The yield is 64.6%. Reaction SMILES: [Cl:1][C:2]1[CH:3]=[C:4]([CH:26]=[CH:27][C:28]=1[Cl:29])[O:5][CH:6]1[CH2:11][CH2:10][N:9]([CH2:12][CH:13]2[CH2:18][CH2:17][N:16](C(OC(C)(C)C)=O)[CH2:15][CH2:14]2)[CH2:8][CH2:7]1.C(O)(C(F)(F)F)=O>ClCCl>[Cl:1][C:2]1[CH:3]=[C:4]([CH:26]=[CH:27][C:28]=1[Cl:29])[O:5][CH:6]1[CH2:7][CH2:8][N:9]([CH2:12][CH:13]2[CH2:14][CH2:15][NH:16][CH2:17][CH2:18]2)[CH2:10][CH2:11]1. Reported procedure: 1,1-Dimethylethyl 4-[[4-(3,4-dichlorophenoxy)-1-piperidinyl]methyl]-1-piperidinecarboxylate (1.0 g) was added to a mixture of 20% TFA in dichloromethane (20 mL) and the mixture was stirred at room temperature for 1 h. Solvent was removed by evaporation and 2M sodium hydroxide solution (25 mL) was added to the residue. Product was extracted with ethyl acetate. The organic phase was washed with brine, dried, filtered and evaporated to give the title compound (0.5 g). Starting materials: alcohol, ClCCl (dichloromethane), C(Cl)(Cl)Cl (chloroform), C(=O)O (formic acid), hydrate, CC[C@@H]1[C@@]([C@@H]([C@H](NC[C@@H](C[C@@]([C@@H]([C@H]([C@@H]([C@H](C(=O)O1)C)O[C@H]2C[C@@]([C@H]([C@@H](O2)C)O)(C)OC)C)O[C@H]3[C@@H]([C@H](C[C@H](O3)C)N(C)C)O)(C)O)C)C)O)(C)O (9-deoxo-9a-aza-9a-homoerythromycin A), ( II ), ketone. Run in ClCCCl (1,2-dichloroethane), CC(=O)C (acetone), C(C(C)C)C(=O)C (isobutylmethylketone), C(C)C(=O)C (ethylmethylketone), C(C)O (ethanol), CO (methanol), C(Cl)(Cl)(Cl)Cl (carbon tetrachloride), C(C)(=O)OCC (ethyl acetate), C(C)(C)O (isopropanol). The product is C(C)(=O)OC (methyl acetate), C(C)(=O)OC(C)C (isopropyl acetate), CC[C@@H]1[C@@]([C@@H]([C@H](N(C[C@@H](C[C@@]([C@@H]([C@H]([C@@H]([C@H](C(=O)O1)C)O[C@H]2C[C@@]([C@H]([C@@H](O2)C)O)(C)OC)C)O[C@H]3[C@@H]([C@H](C[C@H](O3)C)N(C)C)O)(C)O)C)C)C)O)(C)O (azithromycin), ( I ). Reaction SMILES: [CH3:1][CH2:2][C@H:3]1[O:18][C:16](=[O:17])[C@H:15]([CH3:19])[C@@H:14]([O:20][C@@H:21]2[O:26][C@@H:25]([CH3:27])[C@H:24]([OH:28])[C@@:23]([O:30][CH3:31])([CH3:29])[CH2:22]2)[C@H:13]([CH3:32])[C@@H:12]([O:33][C@@H:34]2[O:39][C@H:38]([CH3:40])[CH2:37][C@H:36]([N:41]([CH3:43])[CH3:42])[C@H:35]2[OH:44])[C@@:11]([OH:46])([CH3:45])[CH2:10][C@@H:9]([CH3:47])[CH2:8][NH:7][C@H:6]([CH3:48])[C@@H:5]([OH:49])[C@@:4]1([OH:51])[CH3:50].[CH:52](O)=O.ClCCl.C(Cl)(Cl)Cl>C(OCC)(=O)C.C(C(C)=O)C(C)C.C(C(C)=O)C.CC(C)=O.C(O)(C)C.C(O)C.CO.ClCCCl.C(Cl)(Cl)(Cl)Cl>[C:16]([O:18][CH3:3])(=[O:17])[CH3:15].[C:16]([O:18][CH:3]([CH3:4])[CH3:2])(=[O:17])[CH3:15].[CH3:1][CH2:2][C@H:3]1[O:18][C:16](=[O:17])[C@H:15]([CH3:19])[C@@H:14]([O:20][C@@H:21]2[O:26][C@@H:25]([CH3:27])[C@H:24]([OH:28])[C@@:23]([O:30][CH3:31])([CH3:29])[CH2:22]2)[C@H:13]([CH3:32])[C@@H:12]([O:33][C@@H:34]2[O:39][C@H:38]([CH3:40])[CH2:37][C@H:36]([N:41]([CH3:43])[CH3:42])[C@H:35]2[OH:44])[C@@:11]([OH:46])([CH3:45])[CH2:10][C@@H:9]([CH3:47])[CH2:8][N:7]([CH3:52])[C@H:6]([CH3:48])[C@@H:5]([OH:49])[C@@:4]1([OH:51])[CH3:50]. Procedure details: In accordance with the present invention, the crystalline hydrate of 9-deoxo-9a-aza-9a-homoerythromycin A of formula (II) obtained in step (a) is subjected to conventional Eschweiler-Clarke reductive N-methylation (Eschweiler and Clarke, Org. React., 5, 290(1945)), i.e., reacted with a formic acid-aqueous formaldehyde mixture in an organic solvent which may be a halogenized solvent such as dichloromethane, chloroform, carbon tetrachloride and 1,2-dichloroethane; an alcohol such as methanol, etha...